This data is from the Open Reaction Database (ORD), a public repository of structured organic reaction records. The task is: describe an organic reaction: reactants, conditions, products, and yield The product is COc1ccc2[nH]c(C)c(C(=O)c3ccc(C)cc3)c2c1. RXN SMILES: [Br-:13].[CH2:14]([Mg+:15])[CH3:16].[CH3:1][O:2][c:3]1[cH:4][c:5]2[cH:6][c:7]([CH3:12])[nH:8][c:9]2[cH:10][cH:11]1.[Cl-:27].[Cl-:32].[Cl-:34].[Cl:29][CH2:30][Cl:31].[NH4+:28].[Zn+2:33].[c:17]1([CH3:26])[cH:18][cH:19][c:20]([C:23](=[O:24])[Cl:25])[cH:21][cH:22]1>>[CH3:1][O:2][c:3]1[cH:4][c:5]2[c:6]([C:23]([c:20]3[cH:19][cH:18][c:17]([CH3:26])[cH:22][cH:21]3)=[O:24])[c:7]([CH3:12])[nH:8][c:9]2[cH:10][cH:11]1. The reactants are [Br-], CC[Mg+], COc1ccc2[nH]c(C)cc2c1, [Cl-], [Cl-], [Cl-], ClCCl, [NH4+], [Zn+2], Cc1ccc(C(=O)Cl)cc1. The reactants are N1CC(OCC1)C=1NC2=C(C=NC=C2)N1 (2-(2-morpholinyl)-1H-imidazo[4,5-c]pyridine), ClC1=NC(=NC(=C1)Cl)N (4,6-dichloro-2-pyrimidinamine), CCN(C(C)C)C(C)C (Hunig's base). Run in C(C)O (ethanol). Product: ClC1=NC(=NC(=C1)N1CC(OCC1)C=1NC2=C(C=NC=C2)N1)N (4-Chloro-6-[2-(1H-imidazo[4,5-c]pyridin-2-yl)-4-morpholinyl]-2-pyrimidinamine). Yield: 55.6%. RXN SMILES: [NH:1]1[CH2:6][CH2:5][O:4][CH:3]([C:7]2[NH:8][C:9]3[CH:14]=[CH:13][N:12]=[CH:11][C:10]=3[N:15]=2)[CH2:2]1.[Cl:16][C:17]1[CH:22]=[C:21](Cl)[N:20]=[C:19]([NH2:24])[N:18]=1.CCN(C(C)C)C(C)C>C(O)C>[Cl:16][C:17]1[CH:22]=[C:21]([N:1]2[CH2:6][CH2:5][O:4][CH:3]([C:7]3[NH:8][C:9]4[CH:14]=[CH:13][N:12]=[CH:11][C:10]=4[N:15]=3)[CH2:2]2)[N:20]=[C:19]([NH2:24])[N:18]=1. Procedure details: a solution of 2-(2-morpholinyl)-1H-imidazo[4,5-c]pyridine (0.996 g, 4.88 mmol), 4,6-dichloro-2-pyrimidinamine (0.8 g, 4.88 mmol) and Hunig's base (2.12 mL, 12.2 mmol) in ethanol (24.39 mL) was heated at 85° C. overnight. The mixture was concentrated and chromatographed (PE-EtOAc, 1:5) to afford the title compound (0.9 g). LC-MS (ES) m/z=332 [M+H]+. Reactants: COC1(C=CC(C=C1)=O)OC (4,4-dimethoxy-cyclohexa-2,5-dienone), C1(=CC=CC=C1)S(=O)(=O)N1C=CC2=CC(=CC=C12)OC (1-benzenesulfonyl-5-methoxy-1H-indole). Product: C1(=CC=CC=C1)S(=O)(=O)N1C(=CC2=CC(=CC=C12)OC)C1(C=CC(C=C1)=O)O (4-(1-benzenesulfonyl-5-methoxy-1H-indol-2-yl)-4-hydroxy-cyclohexa-2,5-dienone). The yield is 32.0%. As a reaction SMILES: CO[C:3]1([O:10]C)[CH:8]=[CH:7][C:6](=[O:9])[CH:5]=[CH:4]1.[C:12]1([S:18]([N:21]2[C:29]3[C:24](=[CH:25][C:26]([O:30][CH3:31])=[CH:27][CH:28]=3)[CH:23]=[CH:22]2)(=[O:20])=[O:19])[CH:17]=[CH:16][CH:15]=[CH:14][CH:13]=1>>[C:12]1([S:18]([N:21]2[C:29]3[C:24](=[CH:25][C:26]([O:30][CH3:31])=[CH:27][CH:28]=3)[CH:23]=[C:22]2[C:3]2([OH:10])[CH:4]=[CH:5][C:6](=[O:9])[CH:7]=[CH:8]2)(=[O:19])=[O:20])[CH:13]=[CH:14][CH:15]=[CH:16][CH:17]=1. Procedure: The title compound was prepared from 4,4-dimethoxy-cyclohexa-2,5-dienone and 1-benzenesulfonyl-5-methoxy-1H-indole, according to Method C, described above. Yield 32%; mp 126-128° C.; 1H NMR (CDCl3) δ 7.73-7.83 (m, 3H), 7.40-7.49 (m, 2H), 7.33-7.40 (m, 2H), 6.76-6.84 (m, 3H), 6.64 (s, 1H), 6.20 (d, J=10 Hz, 2H), 5.40 (s, 1H), 3.67 (s, 3H); 13C NMR (CDCl3) δ 196.6, 185.3, 157.3, 147.9, 141.8, 137.7, 134.3, 133.2, 129.8, 129.7, 129.3, 127.9, 126.9, 116.8, 115.4, 114.4, 104.2, 81.2, 67.9, 55.9; MS (... Starting materials: C(=O)(OC)C1C(CCN2CC(CCC12)C1=CC=CC=C1)=O (1-Carbomethoxy-7-phenylquinolizidin-2-one), ester, OS(=O)(=O)O (H2SO4), C(=O)([O-])[O-].[Na+].[Na+] (Na2CO3). The product is C1(=CC=CC=C1)C1CN2CCC(CC2CC1)=O (7-Phenylquinolizidin-2-one). The yield is 96.5%. Reaction SMILES: C([CH:5]1[CH:14]2[N:9]([CH2:10][CH:11]([C:15]3[CH:20]=[CH:19][CH:18]=[CH:17][CH:16]=3)[CH2:12][CH2:13]2)[CH2:8][CH2:7][C:6]1=[O:21])(OC)=O.OS(O)(=O)=O.C([O-])([O-])=O.[Na+].[Na+]>>[C:15]1([CH:11]2[CH2:12][CH2:13][CH:14]3[N:9]([CH2:8][CH2:7][C:6](=[O:21])[CH2:5]3)[CH2:10]2)[CH:16]=[CH:17][CH:18]=[CH:19][CH:20]=1 |f:2.3.4|. Procedure details: The ketoester (II) (6.82 g.) was dissolved in 50 ml. 1.8 M H2SO4 and the mixture refluxed overnight. The solution was cooled and made alkaline with Na2CO3. The organic material was extracted with CHCl3, dried and solvent removed. Yield, 5.6 g. Some ester was still present so the mixture was recycled. The reaction was worked up as above. Yield, 5.25 g. (96.5% yield). Starting materials: COC(=O)c1cc(CC(C)C)on1, O=C1CCC(=O)N1I, O=C(O)C(F)(F)F. RXN SMILES: [CH2:1]([CH:2]([CH3:3])[CH3:4])[c:5]1[cH:6][c:7]([C:10](=[O:11])[O:12][CH3:13])[n:8][o:9]1.[I:14][N:15]1[C:16](=[O:17])[CH2:18][CH2:19][C:20]1=[O:21].[OH:22][C:23]([C:24]([F:25])([F:26])[F:27])=[O:28]>>[CH2:1]([CH:2]([CH3:3])[CH3:4])[c:5]1[c:6]([I:14])[c:7]([C:10](=[O:11])[O:12][CH3:13])[n:8][o:9]1. The product is COC(=O)c1noc(CC(C)C)c1I. Starting materials: O1CCOCC1 (dioxane), ClC1=C(C=CC=C1)N1N=C(C=C1C=1SC(=CC1)C1=CC(=CC=C1)S(=O)(=O)C)C(=O)O (1-(2-chlorophenyl)-5-(5-(3-(methylsulfonyl)phenyl)thiophen-2-yl)-1H-pyrazole-3-carboxylic acid), CN(C)C=O (DMF), C(C(=O)Cl)(=O)Cl (Oxalyl chloride), C(C(=O)Cl)(=O)Cl (oxalyl chloride). Product: ClC1=C(C=CC=C1)N1N=C(C=C1C=1SC(=CC1)C1=CC(=CC=C1)S(=O)(=O)C)C(=O)Cl (1-(2-chlorophenyl)-5-(5-(3-(methylsulfonyl)phenyl)thiophen-2-yl)-1H-pyrazole-3-carbonyl chloride). The solvent is C1=CC=CC=C1 (PhH). Reported procedure: To a suspension of 1-(2-chlorophenyl)-5-(5-(3-(methylsulfonyl)phenyl)thiophen-2-yl)-1H-pyrazole-3-carboxylic acid (160 mg, 0.35 mmol) in PhH (1.0 mL) was added a small amount of DMF. Oxalyl chloride (60 μL, 0.69 mmol) was added to the suspension. After stirring for 15 minutes at ambient temperature, gas evolution had ceased and only part of the solids had dissolved. After 25 minutes dioxane (2.0 mL) was added. There was renewed gas evolution and most of the solids dissolved. After 30 minutes add... Reaction conditions: time 15 minute. As a reaction SMILES: [Cl:1][C:2]1[CH:7]=[CH:6][CH:5]=[CH:4][C:3]=1[N:8]1[C:12]([C:13]2[S:14][C:15]([C:18]3[CH:23]=[CH:22][CH:21]=[C:20]([S:24]([CH3:27])(=[O:26])=[O:25])[CH:19]=3)=[CH:16][CH:17]=2)=[CH:11][C:10]([C:28](O)=[O:29])=[N:9]1.CN(C=O)C.C(Cl)(=O)C([Cl:39])=O.O1CCOCC1>C1C=CC=CC=1>[Cl:1][C:2]1[CH:7]=[CH:6][CH:5]=[CH:4][C:3]=1[N:8]1[C:12]([C:13]2[S:14][C:15]([C:18]3[CH:23]=[CH:22][CH:21]=[C:20]([S:24]([CH3:27])(=[O:25])=[O:26])[CH:19]=3)=[CH:16][CH:17]=2)=[CH:11][C:10]([C:28]([Cl:39])=[O:29])=[N:9]1.